From a dataset of the Open Reaction Database (ORD), a public repository of structured organic reaction records. describe an organic reaction: reactants, conditions, products, and yield Reactants: NC1=NC2=C(C=3C=C(C=NC13)CCC1=CC=C(C=C1)C(C)=O)C=CC(=C2)C (1-(4-(2-(5-amino-8-methylbenzo[f][1,7]naphthyridin-2-yl)ethyl)phenyl)ethanone), N1CC(CC1)O (pyrrolidin-3-ol), C(=O)(C(F)(F)F)O (TFA). Solvent: C(C)(=O)O (acetic acid). Yields the product NC1=NC2=C(C=3C=C(C=NC13)CCC1=CC=C(C=C1)C(C)N1CC(CC1)O)C=CC(=C2)C (1-(1-(4-(2-(5-Amino-8-methylbenzo[f][1,7]naphthyridin-2yl)ethyl)phenyl)ethyl)pyrrolidin-3-ol). RXN SMILES: [NH2:1][C:2]1[C:11]2[N:10]=[CH:9][C:8]([CH2:12][CH2:13][C:14]3[CH:19]=[CH:18][C:17]([C:20](=O)[CH3:21])=[CH:16][CH:15]=3)=[CH:7][C:6]=2[C:5]2[CH:23]=[CH:24][C:25]([CH3:27])=[CH:26][C:4]=2[N:3]=1.[NH:28]1[CH2:32][CH2:31][CH:30]([OH:33])[CH2:29]1.C(O)(C(F)(F)F)=O>C(O)(=O)C>[NH2:1][C:2]1[C:11]2[N:10]=[CH:9][C:8]([CH2:12][CH2:13][C:14]3[CH:19]=[CH:18][C:17]([CH:20]([N:28]4[CH2:32][CH2:31][CH:30]([OH:33])[CH2:29]4)[CH3:21])=[CH:16][CH:15]=3)=[CH:7][C:6]=2[C:5]2[CH:23]=[CH:24][C:25]([CH3:27])=[CH:26][C:4]=2[N:3]=1. Reported procedure: 1-(1-(4-(2-(5-Amino-8-methylbenzo[f][1,7]naphthyridin-2yl)ethyl)phenyl)ethyl)pyrrolidin-3-ol was prepared from 1-(4-(2-(5-amino-8-methylbenzo[f][1,7]naphthyridin-2-yl)ethyl)phenyl)ethanone (from Example 171) and pyrrolidin-3-ol following the procedures described for Example 187, except that in this case, acetic acid was used instead of triethylamine (20%). 1H NMR (Acetone-d6) TFA Salt: δ 8.83 (s, 1H), 8.76 (s, 1H), 8.72 (s, 1H), 8.29 (d, 1H), 7.57 (s, 1H), 7.42 (s, 1H), 7.33-7.38 (m, 3H), 4.41 (... Reactants: CN(C)C=O (DMF), CN1N=C(C(=C1Cl)[N+](=O)[O-])C (1,3-dimethyl-4-nitro-5-chloropyrazole), [I-].[K+] (potassium iodide), [C-]#N.[K+] (potassium cyanide). Solvent: C(C)#N (acetonitrile). Product: CN1N=C(C(=C1C#N)[N+](=O)[O-])C (1,3-Dimethyl-4-nitro-5-cyano-pyrazole). As a reaction SMILES: [CH3:1][N:2]1[C:6](Cl)=[C:5]([N+:8]([O-:10])=[O:9])[C:4]([CH3:11])=[N:3]1.[C-]#N.[K+].[I-].[K+].[CH3:17][N:18](C=O)C>C(#N)C>[CH3:1][N:2]1[C:6]([C:17]#[N:18])=[C:5]([N+:8]([O-:10])=[O:9])[C:4]([CH3:11])=[N:3]1 |f:1.2,3.4|. Procedure: Fifty-five g of 1,3-dimethyl-4-nitro-5-chloropyrazole was dissolved in 400 ml acetonitrile and 17.45 g potassium cyanide added, followed by 0.5 g potassium iodide and 5 ml DMF. The mixture was refluxed for 22 hours, then cooled, and filtered. The filtrate was concentrated under reduced pressure, then added to stirred water. The resulting percipitate was collected, dried, and recyrstallized in isopropanol. mp, 85°-87° C. A second recrystallization again in ethanol gave the product having increase...